From a dataset of the Open Reaction Database (ORD), a public repository of structured organic reaction records. describe an organic reaction: reactants, conditions, products, and yield Procedure details: In a nitrogen flow, 45 ml of conc. hydrochloric acid was added to a solution of 120 ml of 2,5-dimethoxytetrahydrofuran in 300 ml of water while stirring at room temperature. Twenty minutes after, the reaction solution became homogenous. Thereafter, 450 ml of water, a solution of 105 ml of 3-amino-1-propanol and 138 ml of conc. hydrochloric acid in 600 ml of water, a solution of 150 g of 1,3-diacetonedicarboxylic acid in 700 ml of water and a solution of 66 g of Na2HPO4 in 300 ml of water were su... Yields the product OCCCN1C2CC(CC1CC2)=O (8-(3-hydroxypropyl)-8-azabicyclo[3.2.1]octan-3-one), crude product. Reaction SMILES: Cl.CO[CH:4]1[CH2:8][CH2:7][CH:6]([O:9]C)O1.[NH2:11][CH2:12][CH2:13][CH2:14][OH:15].[CH2:16]([C:23](O)=O)[C:17](CC(O)=O)=O.[OH-].[Na+].[Cl-].[Na+]>O>[OH:15][CH2:14][CH2:13][CH2:12][N:11]1[CH:8]2[CH2:4][CH2:23][CH:16]1[CH2:17][C:6](=[O:9])[CH2:7]2 |f:4.5,6.7|. The solvent is O (water), O (water), O (water), O (water), O (water). Reactants: [OH-].[Na+] (sodium hydroxide), [Cl-].[Na+] (sodium chloride), Cl (hydrochloric acid), COC1OC(CC1)OC (2,5-dimethoxytetrahydrofuran), [OH-].[Na+] (sodium hydroxide), NCCCO (3-amino-1-propanol), Cl (hydrochloric acid), C(C(=O)CC(=O)O)C(=O)O (1,3-diacetonedicarboxylic acid), Na2HPO4. Starting materials: C(C)(C)(C)OC(CN(C1CCCC1)C(C(CS)C)=O)=O (N-(3-mercapto-2-methylpropanoyl)-N-cyclopentylglycine t-butyl ester), CCC(=C)C(=O)C=1C=CC(=C(C1Cl)Cl)OCC(=O)O (ethacrynic acid), N,N-dicyclohexylcarbodiimide. Solvent: C(Cl)Cl (methylene chloride), C(Cl)Cl (methylene chloride). Run at time 8 hour. The product is C(C)(C)(C)OC(CN(C1CCCC1)C(C(CSC(COC1=C(C(=C(C=C1)C(C(CC)=C)=O)Cl)Cl)=O)C)=O)=O (N-[3-[2,3-dichloro-4-(2-methylene-1-oxobutyl) phenoxy] acetylthio-2-methylpropanoyl]-N-cyclopentyl glycine t-butyl ester). RXN SMILES: [C:1]([O:5][C:6](=[O:20])[CH2:7][N:8]([C:14](=[O:19])[CH:15]([CH3:18])[CH2:16][SH:17])[CH:9]1[CH2:13][CH2:12][CH2:11][CH2:10]1)([CH3:4])([CH3:3])[CH3:2].[CH3:21][CH2:22][C:23]([C:25]([C:27]1[CH:28]=[CH:29][C:30]([O:35][CH2:36][C:37](O)=[O:38])=[C:31]([Cl:34])[C:32]=1[Cl:33])=[O:26])=[CH2:24]>C(Cl)Cl>[C:1]([O:5][C:6](=[O:20])[CH2:7][N:8]([C:14](=[O:19])[CH:15]([CH3:18])[CH2:16][S:17][C:37](=[O:38])[CH2:36][O:35][C:30]1[CH:29]=[CH:28][C:27]([C:25](=[O:26])[C:23](=[CH2:24])[CH2:22][CH3:21])=[C:32]([Cl:33])[C:31]=1[Cl:34])[CH:9]1[CH2:10][CH2:11][CH2:12][CH2:13]1)([CH3:2])([CH3:4])[CH3:3]. Reported procedure: To a solution containing 19.2 g (63.8 mmol) of N-(3-mercapto-2-methylpropanoyl)-N-cyclopentylglycine t-butyl ester and 19.3 g (63.7 mmol) of ethacrynic acid in 20 ml of methylene chloride at 0° C. was added a solution of 13.2 g (64.0 mmol) of N,N-dicyclohexylcarbodiimide in 20 ml of methylene chloride. The solution was allowed to warm to room temperature and to stir overnight. The solution was filtered and the filtrate was concentrated in vacuo. Purification of the product by HPLC [10% ethyl ace... Reactants: C#CCN(c1ccc(C(=O)OC(C)(C)C)cc1)C1CCc2cc3nc(COC)[nH]c(=O)c3cc21, ClCCl, O=C(O)C(F)(F)F. Product: C#CCN(c1ccc(C(=O)O)cc1)C1CCc2cc3nc(COC)[nH]c(=O)c3cc21. As a reaction SMILES: [CH3:1][O:2][CH2:3][c:4]1[n:5][c:6]2[cH:7][c:8]3[c:9]([cH:10][c:11]2[c:12](=[O:14])[nH:13]1)[CH:15]([N:18]([CH2:19][C:20]#[CH:21])[c:22]1[cH:23][cH:24][c:25]([C:26](=[O:27])[O:28][C:29]([CH3:30])([CH3:31])[CH3:32])[cH:33][cH:34]1)[CH2:16][CH2:17]3.[Cl:35][CH2:36][Cl:37].[OH:38][C:39]([C:40]([F:41])([F:42])[F:43])=[O:44]>>[CH3:1][O:2][CH2:3][c:4]1[n:5][c:6]2[cH:7][c:8]3[c:9]([cH:10][c:11]2[c:12](=[O:14])[nH:13]1)[CH:15]([N:18]([CH2:19][C:20]#[CH:21])[c:22]1[cH:23][cH:24][c:25]([C:26](=[O:27])[OH:28])[cH:33][cH:34]1)[CH2:16][CH2:17]3. Reactants: N[C@H](C(=O)O)CC1=CC=C(C=C1)OCCC=1N=C(OC1C)C1=CC=C(C=C1)F ((2S)-2-amino-3-(4-{2-[2-(4-fluorophenyl)-5-methyl-1,3-oxazol-4-yl]ethoxy}phenyl)propanoic acid), FC1=CC=C(C=C1)C(CC(CC)=O)=O ((4-Fluorophenyl)-1,3-pentanedione). The product is C(C)/C(=C/C(=O)C1=CC=C(C=C1)F)/N[C@H](C(=O)O)CC1=CC=C(C=C1)OCCC=1N=C(OC1C)C1=CC=C(C=C1)F ((2S)-2-{[(Z)-1-ethyl-3-(4-fluorophenyl)-3-oxo-1-propenyl]amino}-3-(4-{2-[2(4-fluorophenyl)-5-methyl-1,3-oxazol-4-yl]ethoxy}phenyl)propanoic acid), Example 9. RXN SMILES: [NH2:1][C@@H:2]([CH2:6][C:7]1[CH:12]=[CH:11][C:10]([O:13][CH2:14][CH2:15][C:16]2[N:17]=[C:18]([C:22]3[CH:27]=[CH:26][C:25]([F:28])=[CH:24][CH:23]=3)[O:19][C:20]=2[CH3:21])=[CH:9][CH:8]=1)[C:3]([OH:5])=[O:4].[F:29][C:30]1[CH:35]=[CH:34][C:33]([C:36](=[O:42])[CH2:37][C:38](=O)[CH2:39][CH3:40])=[CH:32][CH:31]=1>>[CH2:39](/[C:38](/[NH:1][C@@H:2]([CH2:6][C:7]1[CH:8]=[CH:9][C:10]([O:13][CH2:14][CH2:15][C:16]2[N:17]=[C:18]([C:22]3[CH:23]=[CH:24][C:25]([F:28])=[CH:26][CH:27]=3)[O:19][C:20]=2[CH3:21])=[CH:11][CH:12]=1)[C:3]([OH:5])=[O:4])=[CH:37]/[C:36]([C:33]1[CH:32]=[CH:31][C:30]([F:29])=[CH:35][CH:34]=1)=[O:42])[CH3:40]. Procedure: The title compound was prepared (as described above for the preparation of Example 2) from 500 mg (1.56 mmol) of Intermediate 46 and 315 mg (1.56 mmol) of Intermediate 32 to yield 412 mg of Example 9: TLC (DCM/MeOH, 4/1): Rf=0.53; 1H NMR (DMSO-d6, 300 MHz) δ11.53 (d, 1H, J=9.3), 7.99 (m, 2H), 7.95 (m, 2H), 7.39 (t, 2H, J=8.7), 7.26 (t, 2H, J=8.7), 7.17 (d, 2H, J=8.1), 6.86 (d, 2H, J=8.1), 5.60 (s, 1H), 4.20 (t, 2H, J=6.6), 4.12 (m, 1H), 3.21 (m, 2H), 2.94 (t, 2H, J=6.6), 2.78 (dd, 1H, J=13.8, 8.... Starting materials: FC1=C(C(=CC=C1)F)C1=CC(=NN1C)OC (5-(2,6-difluorophenyl)-3-methoxy-1-methyl-1H-pyrazole), FC1=C(C(=CC=C1)F)C1=CC(=NN1C)OC (5-(2,6-difluorophenyl)-3-methoxy-1-methyl-1H-pyrazole), CN(C=O)C (dimethylformamide), P(=O)(Cl)(Cl)Cl (phosphorus oxychloride). Solvent: [OH-].[Na+] (sodium hydroxide), O (water). Reaction conditions: time 2 hour. Yields the product FC1=C(C(=CC=C1)F)C1=C(C(=NN1C)OC)C=O (5-(2,6-difluorophenyl)-3-methoxy-1-methyl-1H-pyrazole-4-carboxaldehyde). RXN SMILES: [F:1][C:2]1[CH:7]=[CH:6][CH:5]=[C:4]([F:8])[C:3]=1[C:9]1[N:13]([CH3:14])[N:12]=[C:11]([O:15][CH3:16])[CH:10]=1.P(Cl)(Cl)(Cl)=O.CN(C)[CH:24]=[O:25]>[OH-].[Na+].O>[F:1][C:2]1[CH:7]=[CH:6][CH:5]=[C:4]([F:8])[C:3]=1[C:9]1[N:13]([CH3:14])[N:12]=[C:11]([O:15][CH3:16])[C:10]=1[CH:24]=[O:25] |f:3.4|. Procedure details: To a mixture of 5-(2,6-difluorophenyl)-3-methoxy-1-methyl-1H-pyrazole (0.5 g, 2.2 mmol) (i.e. the product of Step C) in dimethylformamide (5 mL) at 80° C. was added phosphorus oxychloride (0.31 ml, 3.3 mmol). After 2 h the reaction mixture was allowed to cool to room temperature. The reaction mixture was diluted with sodium hydroxide (1 N, about 5 mL) and water. The resulting mixture was extracted with diethyl ether (2×) and the combined organic layers were washed with water, dried over magnesiu... Starting materials: C(C)(C)(C)OC(=O)N1C[C@@H](C[C@@H](C1)N(CC(C)C)C(=O)C=1C(=NC(=NC1)C(C)(C)C)NCCCOC)C(=O)O ((3R,5S)-1-(tert-Butoxycarbonyl)-5-[({2-tert-butyl-4-[(3-methoxypropyl)amino]pyrimidin-5-yl}carbonyl)(isobutyl)amino]piperidine-3-carboxylic acid), C1NCCC2=CC=CC=C12 (1,2,3,4-tetrahydroisoquinoline), C=1C=CC2=C(C1)N=NN2O (HOBt), CCN=C=NCCCN(C)C.Cl (WSC.HCl). Run in ClCCCl (1,2-dichloroethane), C(C)N(CC)CC (triethylamine). Run at time 24 hour. The product is C(C)(C)(C)C1=NC=C(C(=N1)NCCCOC)C(=O)N([C@@H]1CN(C[C@@H](C1)C(=O)N1CC2=CC=CC=C2CC1)C(=O)OC(C)(C)C)CC(C)C (tert-butyl (3S,5R)-3-[({2-tert-butyl-4-[(3-methoxypropyl)amino]pyrimidin-5-yl}carbonyl)(2-methylpropyl)amino]-5-(3,4-dihydroisoquinolin-2(1H)-ylcarbonyl)piperidine-1-carboxylate). RXN SMILES: [C:1]([O:5][C:6]([N:8]1[CH2:13][C@@H:12]([N:14]([C:19]([C:21]2[C:22]([NH:31][CH2:32][CH2:33][CH2:34][O:35][CH3:36])=[N:23][C:24]([C:27]([CH3:30])([CH3:29])[CH3:28])=[N:25][CH:26]=2)=[O:20])[CH2:15][CH:16]([CH3:18])[CH3:17])[CH2:11][C@@H:10]([C:37](O)=[O:38])[CH2:9]1)=[O:7])([CH3:4])([CH3:3])[CH3:2].[CH2:40]1[C:49]2[C:44](=[CH:45][CH:46]=[CH:47][CH:48]=2)[CH2:43][CH2:42][NH:41]1.C1C=CC2N(O)N=NC=2C=1.CCN=C=NCCCN(C)C.Cl>ClCCCl.C(N(CC)CC)C>[C:27]([C:24]1[N:23]=[C:22]([NH:31][CH2:32][CH2:33][CH2:34][O:35][CH3:36])[C:21]([C:19]([N:14]([CH2:15][CH:16]([CH3:18])[CH3:17])[C@H:12]2[CH2:11][C@@H:10]([C:37]([N:41]3[CH2:42][CH2:43][C:44]4[C:49](=[CH:48][CH:47]=[CH:46][CH:45]=4)[CH2:40]3)=[O:38])[CH2:9][N:8]([C:6]([O:5][C:1]([CH3:4])([CH3:3])[CH3:2])=[O:7])[CH2:13]2)=[O:20])=[CH:26][N:25]=1)([CH3:29])([CH3:30])[CH3:28] |f:3.4|. Procedure details: (3R,5S)-1-(tert-Butoxycarbonyl)-5-[({2-tert-butyl-4-[(3-methoxypropyl)amino]pyrimidin-5-yl}carbonyl)(isobutyl)amino]piperidine-3-carboxylic acid (97 mg), 1,2,3,4-tetrahydroisoquinoline (67 μl), HOBt (19 mg) and triethylamine (104 μl) were dissolved in 1,2-dichloroethane (5 ml), WSC.HCl (107 mg) was added, and the mixture was stirred at room temperature for 24 hr. The reaction mixture was concentrated under reduced pressure, and diluted with saturated aqueous sodium hydrogen carbonate, and the mi... Starting materials: IC1=C2CCN=C(C2=CC=C1)C (5-iodo-1-methyl-3,4-dihydroisoquinoline), N1=CC=C(C=C1)B(O)O (pyridin-4-ylboronic acid), C(=O)([O-])[O-].[Cs+].[Cs+] (Cs2CO3). The reagents and catalysts are Cl[Pd]([P](C1=CC=CC=C1)(C2=CC=CC=C2)C3=CC=CC=C3)([P](C4=CC=CC=C4)(C5=CC=CC=C5)C6=CC=CC=C6)Cl (Pd(PPh3)2Cl2). The solvent is O1CCOCC1 (1,4-dioxane). The product is CC1=NCCC2=C(C=CC=C12)C1=CC=NC=C1 (1-methyl-5-(pyridin-4-yl)-3,4-dihydroisoquinoline). Isolated yield 73.8%. RXN SMILES: I[C:2]1[CH:11]=[CH:10][CH:9]=[C:8]2[C:3]=1[CH2:4][CH2:5][N:6]=[C:7]2[CH3:12].[N:13]1[CH:18]=[CH:17][C:16](B(O)O)=[CH:15][CH:14]=1.C([O-])([O-])=O.[Cs+].[Cs+]>O1CCOCC1.Cl[Pd](Cl)([P](C1C=CC=CC=1)(C1C=CC=CC=1)C1C=CC=CC=1)[P](C1C=CC=CC=1)(C1C=CC=CC=1)C1C=CC=CC=1>[CH3:12][C:7]1[C:8]2[C:3](=[C:2]([C:16]3[CH:17]=[CH:18][N:13]=[CH:14][CH:15]=3)[CH:11]=[CH:10][CH:9]=2)[CH2:4][CH2:5][N:6]=1 |f:2.3.4,^1:36,55|. Reported procedure: A mixture of 5-iodo-1-methyl-3,4-dihydroisoquinoline (3.0 g, 11.1 mmol), pyridin-4-ylboronic acid (2.04 g, 16.6 mmol), Pd(PPh3)2Cl2 (3.88 g, 5.53 mmol) and Cs2CO3 (10.8 g, 33.2 mmol) in 1,4-dioxane (45 mL) was heated to reflux for 24 h. The mixture was allowed to cool to RT, and then filtered. The filter cake was washed with AcOEt, and the filtrate was then concentrated in vacuo. The crude product was purified by flash chromatography (SiO2, DCM to DCM/MeOH 9:1) to afford the title compound (1.82...